This data is from the Open Reaction Database (ORD), a public repository of structured organic reaction records. The task is: describe an organic reaction: reactants, conditions, products, and yield The reactants are NC1=CC=C(C=C1)S (4-aminothiophenol), COC1OC(CC1)OC (2,5-dimethoxytetrahydrofuran), [OH-].[Na+] (sodium hydroxide). Solvent: C(C)(=O)O (acetic acid). Product: SC1=CC=C(C=C1)N1C=CC=C1 (N-(4-Mercaptophenyl)pyrrole). As a reaction SMILES: [NH2:1][C:2]1[CH:7]=[CH:6][C:5]([SH:8])=[CH:4][CH:3]=1.CO[CH:11]1[CH2:15][CH2:14][CH:13](OC)O1.[OH-].[Na+]>C(O)(=O)C>[SH:8][C:5]1[CH:6]=[CH:7][C:2]([N:1]2[CH:11]=[CH:15][CH:14]=[CH:13]2)=[CH:3][CH:4]=1 |f:2.3|. Procedure details: A 1-liter 3-neck flask equipped with stirrer, condenser, heating mantle, addition funnel and thermometer is charged with 25 g (0.2 mole) of 4-aminothiophenol, 26.4 g (0.2 mole) of 2,5-dimethoxytetrahydrofuran, and 150 ml of glacial acetic acid. The reaction mass is refluxed for 30 minutes, cooled and made alkaline to a pH of 9 with 130 ml of 50% aqueous sodium hydroxide while maintaining the temperature of the reaction mixture below 25°C with a cooling bath. The reactants are CN(C(=O)C1CCN(CC1)C1=CC=C(C=C1)[N+](=O)[O-])C (N,N-dimethyl-1-(4-nitrophenyl)piperidine-4-carboxamide). Reagents/catalysts: [Pd] (Pd/C). Run in CO (MeOH). Yields the product NC1=CC=C(C=C1)N1CCC(CC1)C(=O)N(C)C (1-(4-aminophenyl)-N,N-dimethylpiperidine-4-carboxamide). Isolated yield 85.3%. RXN SMILES: [CH3:1][N:2]([CH3:20])[C:3]([CH:5]1[CH2:10][CH2:9][N:8]([C:11]2[CH:16]=[CH:15][C:14]([N+:17]([O-])=O)=[CH:13][CH:12]=2)[CH2:7][CH2:6]1)=[O:4]>CO.[Pd]>[NH2:17][C:14]1[CH:13]=[CH:12][C:11]([N:8]2[CH2:9][CH2:10][CH:5]([C:3]([N:2]([CH3:20])[CH3:1])=[O:4])[CH2:6][CH2:7]2)=[CH:16][CH:15]=1. Procedure details: A solution of N,N-dimethyl-1-(4-nitrophenyl)piperidine-4-carboxamide (2.5 g, 9.01 mmol) and 0.3 g of Pd/C in 20 mL of MeOH, under H2, was stirred at room temperature for 5 hours. The mixture was filtered, and the volatiles were removed in vacuo to give 1.9 g of 1-(4-aminophenyl)-N,N-dimethylpiperidine-4-carboxamide.